Dataset: the Open Reaction Database (ORD), a public repository of structured organic reaction records. Task: describe an organic reaction: reactants, conditions, products, and yield Run in C1CCOC1 (THF), C(Cl)Cl (CH2Cl2), C1CCOC1 (THF). Reported procedure: To a nitrogen purged 12 liter 3-neck flask fitted with a mechanical stirrer and temperature probe was added THF (4.3 L) and 2,4-diaminobenzaldehyde (50 g, 0.37 mol, 1 equiv). After cooling the solution to -70° C. (dry ice/acetone bath), poly(4-vinylpyridine), which can be obtained from Aldrich, Milwaukee, Wis., 25% cross-linked, (210 g) was added. A solution of 4′-trifluoromethyl-biphenyl-2-carbonyl chloride (105 g, 0.37 mol, 1 equiv) in THF (1 L) was added at such a rate as to maintain the temp... Isolated yield 28.1%. Reactants: FC(C1=CC=C(C=C1)C=1C(=CC=CC1)C(=O)Cl)(F)F (4′-trifluoromethyl-biphenyl-2-carbonyl chloride), hexanes isopropanol, C(C)NCC (diethylamine), NC1=C(C=O)C=CC(=C1)N (2,4-diaminobenzaldehyde), C(=O)=O.CC(=O)C (dry ice acetone), poly(4-vinylpyridine), C (Darco). Reaction conditions: time 8 hour. Reaction SMILES: [NH2:1][C:2]1[CH:9]=[C:8]([NH2:10])[CH:7]=[CH:6][C:3]=1[CH:4]=[O:5].C(=O)=O.CC(C)=O.[F:18][C:19]([F:36])([F:35])[C:20]1[CH:25]=[CH:24][C:23]([C:26]2[C:27]([C:32](Cl)=[O:33])=[CH:28][CH:29]=[CH:30][CH:31]=2)=[CH:22][CH:21]=1.C(NCC)C.C>C1COCC1.C(Cl)Cl>[NH2:1][C:2]1[CH:9]=[C:8]([NH:10][C:32]([C:27]2[C:26]([C:23]3[CH:24]=[CH:25][C:20]([C:19]([F:18])([F:35])[F:36])=[CH:21][CH:22]=3)=[CH:31][CH:30]=[CH:29][CH:28]=2)=[O:33])[CH:7]=[CH:6][C:3]=1[CH:4]=[O:5] |f:1.2|. Yields the product NC=1C=C(C=CC1C=O)NC(=O)C=1C(=CC=CC1)C1=CC=C(C=C1)C(F)(F)F (4′-trifluoromethyl-biphenyl-2-carboxylic acid (3-amino-4-formyl-phenyl)-amide). Starting materials: C(C1=CC=CC=C1)N(CCC1=CC=C(C=C1)C1=CC(=C(C=C1)C(=O)OC)[N+](=O)[O-])C[C@H](OC1OCCCC1)C1=CC=CC=C1 (methyl 4′[2-[benzyl[(2R)-2-phenyl-2-(tetrahydro-2H-pyran-2-yloxy)ethyl]amino]ethyl]-3-nitro-4-biphenylcarboxylate), [Cl-].[NH4+] (ammonium chloride). Reagents/catalysts: [Fe] (iron). Run in C(C)O (ethanol), O (water). The product is NC=1C=C(C=CC1C(=O)OC)C1=CC=C(C=C1)CCN(C[C@H](OC1OCCCC1)C1=CC=CC=C1)CC1=CC=CC=C1 (methyl 3-amino-4′-[2-[benzyl[(2R)-2-phenyl-2-(tetrahydro-2H-pyran-2-yloxy)ethyl]amino]ethyl]-4-biphenylcarboxylate). Yield: 86.3%. As a reaction SMILES: [CH2:1]([N:8]([CH2:30][C@@H:31]([C:39]1[CH:44]=[CH:43][CH:42]=[CH:41][CH:40]=1)[O:32][CH:33]1[CH2:38][CH2:37][CH2:36][CH2:35][O:34]1)[CH2:9][CH2:10][C:11]1[CH:16]=[CH:15][C:14]([C:17]2[CH:22]=[CH:21][C:20]([C:23]([O:25][CH3:26])=[O:24])=[C:19]([N+:27]([O-])=O)[CH:18]=2)=[CH:13][CH:12]=1)[C:2]1[CH:7]=[CH:6][CH:5]=[CH:4][CH:3]=1.[Cl-].[NH4+]>C(O)C.O.[Fe]>[NH2:27][C:19]1[CH:18]=[C:17]([C:14]2[CH:15]=[CH:16][C:11]([CH2:10][CH2:9][N:8]([CH2:1][C:2]3[CH:3]=[CH:4][CH:5]=[CH:6][CH:7]=3)[CH2:30][C@@H:31]([C:39]3[CH:40]=[CH:41][CH:42]=[CH:43][CH:44]=3)[O:32][CH:33]3[CH2:38][CH2:37][CH2:36][CH2:35][O:34]3)=[CH:12][CH:13]=2)[CH:22]=[CH:21][C:20]=1[C:23]([O:25][CH3:26])=[O:24] |f:1.2|. Reported procedure: To a solution of methyl 4′[2-[benzyl[(2R)-2-phenyl-2-(tetrahydro-2H-pyran-2-yloxy)ethyl]amino]ethyl]-3-nitro-4-biphenylcarboxylate (1.44 g) in ethanol (30 ml) and water (10 ml) were added iron (406 mg) and ammonium chloride (65 mg) and stirred under reflux for 1.5 hours. The mixture was filtrated through Celite pad and evaporated. The residue was dissolved with ethyl acetate, chloroform and methanol, washed with saturated sodium bicarbonate aqueous solution and brine, dried over magnesium sulfat... Reaction SMILES: [Br:14][CH2:15][CH2:16][CH2:17][Br:18].[C:19](=[O:20])([O-:21])[O-:22].[CH3:25][C:26]#[N:27].[Cs+:23].[Cs+:24].[c:1]1(-[c:8]2[cH:9][cH:10][cH:11][cH:12][cH:13]2)[cH:2][c:3]([OH:7])[cH:4][cH:5][cH:6]1>>[c:1]1(-[c:8]2[cH:9][cH:10][cH:11][cH:12][cH:13]2)[cH:2][c:3]([O:7][CH2:17][CH2:16][CH2:15][Br:14])[cH:4][cH:5][cH:6]1. The reactants are BrCCCBr, O=C([O-])[O-], CC#N, [Cs+], [Cs+], Oc1cccc(-c2ccccc2)c1. Product: BrCCCOc1cccc(-c2ccccc2)c1.